Task: describe an organic reaction: reactants, conditions, products, and yield. Dataset: the Open Reaction Database (ORD), a public repository of structured organic reaction records Reactants: CC(=O)C (acetone), N1CCC(CC1)N1C(NC2=C1C=CC=C2)=O (1-piperidin-4-yl-1,3-dihydro-benzimidazol-2-one), C(CCC)Br (1-butylbromide), C([O-])([O-])=O.[K+].[K+] (potassium carbonate). The solvent is C(C)OCC (diethyl ether), C(C)O (ethanol). The product is C(CCC)N1CCC(CC1)N1C(NC2=C1C=CC=C2)=O (1-(1-butyl-piperidin-4-yl)-1,3-dihydro-benzimidazol-2-one). As a reaction SMILES: [NH:1]1[CH2:6][CH2:5][CH:4]([N:7]2[C:11]3[CH:12]=[CH:13][CH:14]=[CH:15][C:10]=3[NH:9][C:8]2=[O:16])[CH2:3][CH2:2]1.[CH2:17](Br)[CH2:18][CH2:19][CH3:20].C(=O)([O-])[O-].[K+].[K+].CC(C)=O>C(O)C.C(OCC)C>[CH2:17]([N:1]1[CH2:2][CH2:3][CH:4]([N:7]2[C:11]3[CH:12]=[CH:13][CH:14]=[CH:15][C:10]=3[NH:9][C:8]2=[O:16])[CH2:5][CH2:6]1)[CH2:18][CH2:19][CH3:20] |f:2.3.4|. Procedure details: A mixture of 1-piperidin-4-yl-1,3-dihydro-benzimidazol-2-one (1.96 g, 9 mmol), 1-butylbromide (1.46 ml, 13.5 mmol) and potassium carbonate (1.86 g, 13.5 mmol) in ethanol (20 ml) was refluxed for 18 hours. After cooling to ambient temperature acetone (5 ml) and diethyl ether (5 ml) was added to the reaction mixture, followed by filtration and evaporation of the filtrate in vacuo. The crude product was subjected to column chromatography using a mixture of chloroform and methanol (7/1) containing 1... Starting materials: CCN=C=NCCCN(C)C, ClC(Cl)Cl, O=C(O)c1nc(Cl)ccc1Cl, Cl, Nc1nccs1, O, On1nnc2ccccc21. The product is O=C(Nc1nccs1)c1nc(Cl)ccc1Cl. RXN SMILES: [CH3:30][N:31]([CH3:32])[CH2:33][CH2:34][CH2:35][N:36]=[C:37]=[N:38][CH2:39][CH3:40].[CH:41]([Cl:42])([Cl:43])[Cl:44].[Cl:1][c:2]1[c:3]([C:9](=[O:10])[OH:11])[n:4][c:5]([Cl:8])[cH:6][cH:7]1.[ClH:29].[NH2:12][c:13]1[s:14][cH:15][cH:16][n:17]1.[OH2:18].[OH:19][n:20]1[c:21]2[cH:22][cH:23][cH:24][cH:25][c:26]2[n:27][n:28]1>>[Cl:1][c:2]1[c:3]([C:9](=[O:11])[NH:12][c:13]2[s:14][cH:15][cH:16][n:17]2)[n:4][c:5]([Cl:8])[cH:6][cH:7]1. Starting materials: CCO, CCOC(C)=O, Cl, CC1(COc2ccc(N3CCC(Oc4ccc(OC(F)(F)F)cc4)CC3)cc2)COC(C)(C)O1, [Na+], [Na+], O=C([O-])[O-], O. As a reaction SMILES: [CH3:35][CH2:36][OH:37].[CH3:45][CH2:46][O:47][C:48](=[O:49])[CH3:50].[ClH:38].[F:1][C:2]([O:3][c:4]1[cH:5][cH:6][c:7]([O:8][CH:9]2[CH2:10][CH2:11][N:12]([c:15]3[cH:16][cH:17][c:18]([O:21][CH2:22][C:23]4([CH3:30])[O:24][C:25]([CH3:28])([CH3:29])[O:26][CH2:27]4)[cH:19][cH:20]3)[CH2:13][CH2:14]2)[cH:31][cH:32]1)([F:33])[F:34].[Na+:39].[Na+:40].[O-:41][C:42](=[O:43])[O-:44].[OH2:51]>>[F:1][C:2]([O:3][c:4]1[cH:5][cH:6][c:7]([O:8][CH:9]2[CH2:10][CH2:11][N:12]([c:15]3[cH:16][cH:17][c:18]([O:21][CH2:22][C:23]([OH:24])([CH2:27][OH:26])[CH3:30])[cH:19][cH:20]3)[CH2:13][CH2:14]2)[cH:31][cH:32]1)([F:33])[F:34]. Yields the product CC(O)(CO)COc1ccc(N2CCC(Oc3ccc(OC(F)(F)F)cc3)CC2)cc1.